This data is from the Open Reaction Database (ORD), a public repository of structured organic reaction records. The task is: describe an organic reaction: reactants, conditions, products, and yield The reactants are FC1=C(C=C(C=C1)C)C1CC(C=2C(=CC=NC2C1)C)=O (7-(2-fluoro-5-methylphenyl)-4-methyl-5,6,7,8-tetrahydroquinolin-5-one), C(=N)(N)NN.Cl (aminoguanidine hydrochloride), Cl (hydrochloric acid), O (water). The solvent is C(C)O (ethanol). The product is Cl.FC1=C(C=C(C=C1)C)C1CC(C=2C(=CC=NC2C1)C)=NNC(=N)N (7-(2-fluoro-5-methylphenyl)-5-guanidinoimino-4-methyl-5,6,7,8-tetrahydroquinoline hydrochloride). Yield: 94.7%. RXN SMILES: [F:1][C:2]1[CH:7]=[CH:6][C:5]([CH3:8])=[CH:4][C:3]=1[CH:9]1[CH2:18][C:17]2[N:16]=[CH:15][CH:14]=[C:13]([CH3:19])[C:12]=2[C:11](=O)[CH2:10]1.[C:21]([NH:24][NH2:25])([NH2:23])=[NH:22].[ClH:26].Cl.O>C(O)C>[ClH:26].[F:1][C:2]1[CH:7]=[CH:6][C:5]([CH3:8])=[CH:4][C:3]=1[CH:9]1[CH2:18][C:17]2[N:16]=[CH:15][CH:14]=[C:13]([CH3:19])[C:12]=2[C:11](=[N:25][NH:24][C:21]([NH2:23])=[NH:22])[CH2:10]1 |f:1.2,6.7|. Procedure: To a solution of 7-(2-fluoro-5-methylphenyl)-4-methyl-5,6,7,8-tetrahydroquinolin-5-one (1.1 g) and aminoguanidine hydrochloride (0.54 g) in ethanol (30 ml) were added concentrated hydrochloric acid (1.0 ml) and water (1.0 ml), and the mixture was refluxed for 7 hours. Under reduced pressure, the solvent was evaporated, and the residue was dissolved in water. The solution was washed with ethyl acetate, and to the aqueous layer was added sodium hydrogen carbonate solution to make the solution alka...